Dataset: the Open Reaction Database (ORD), a public repository of structured organic reaction records. Task: describe an organic reaction: reactants, conditions, products, and yield Reactants: [Al+3], C1CCOC1, CC1NC(C)(C)CNC1=O, [H-], [H-], [H-], [H-], [Li+]. The product is CC1CNCC(C)(C)N1. As a reaction SMILES: [Al+3:12].[CH2:17]1[O:18][CH2:19][CH2:20][CH2:21]1.[CH3:1][CH:2]1[C:3](=[O:10])[NH:4][CH2:5][C:6]([CH3:8])([CH3:9])[NH:7]1.[H-:11].[H-:14].[H-:15].[H-:16].[Li+:13]>>[CH3:1][CH:2]1[CH2:3][NH:4][CH2:5][C:6]([CH3:8])([CH3:9])[NH:7]1. The reactants are CCO, CCOC(=O)c1cc(S(=O)(=O)Nc2ccccc2F)c(Cl)cc1Cl, Cl, [Na+], [OH-], O. Yields the product O=C(O)c1cc(S(=O)(=O)Nc2ccccc2F)c(Cl)cc1Cl. RXN SMILES: [CH3:25][CH2:26][OH:27].[Cl:1][c:2]1[c:3]([C:4](=[O:5])[O:6][CH2:7][CH3:8])[cH:9][c:10]([S:14](=[O:15])(=[O:16])[NH:17][c:18]2[c:19]([F:24])[cH:20][cH:21][cH:22][cH:23]2)[c:11]([Cl:13])[cH:12]1.[ClH:30].[Na+:29].[OH-:28].[OH2:31]>>[Cl:1][c:2]1[c:3]([C:4](=[O:5])[OH:6])[cH:9][c:10]([S:14](=[O:15])(=[O:16])[NH:17][c:18]2[c:19]([F:24])[cH:20][cH:21][cH:22][cH:23]2)[c:11]([Cl:13])[cH:12]1. Reactants: ClC1=C(C(=O)C=2C(=CN3C=CC(=CC23)C(=O)OCC)C)C=CC(=C1)Cl (Ethyl 1-(2,4-dichlorobenzoyl)-2-methylindolizine-7-carboxylate). Solvent: O1CCCC1 (tetrahydrofuran). Reaction conditions: time 3.5 hour. Product: ClC1=C(CC=2C(=CN3C=CC(=CC23)C(=O)OCC)C)C=CC(=C1)Cl (Ethyl 1-(2,4-dichlorobenzyl)-2-methylindolizine-7-carboxylate). Isolated yield 59.3%. As a reaction SMILES: [Cl:1][C:2]1[CH:24]=[C:23]([Cl:25])[CH:22]=[CH:21][C:3]=1[C:4]([C:6]1[C:7]([CH3:20])=[CH:8][N:9]2[C:14]=1[CH:13]=[C:12]([C:15]([O:17][CH2:18][CH3:19])=[O:16])[CH:11]=[CH:10]2)=O>O1CCCC1>[Cl:1][C:2]1[CH:24]=[C:23]([Cl:25])[CH:22]=[CH:21][C:3]=1[CH2:4][C:6]1[C:7]([CH3:20])=[CH:8][N:9]2[C:14]=1[CH:13]=[C:12]([C:15]([O:17][CH2:18][CH3:19])=[O:16])[CH:11]=[CH:10]2. Reported procedure: Ethyl 1-(2,4-dichlorobenzoyl)-2-methylindolizine-7-carboxylate (3.17 g) was dissolved in tetrahydrofuran (32 ml), and a 10M borane-dimethyl sulfide complex (9.5 ml) was dropwise added under ice-cooling. The mixture was stirred at room temperature for 3.5 hr, neutralized and partitioned between ethyl acetate and water. The organic layer was washed three times with water and then with saturated brine, dried over magnesium sulfate and concentrated under reduced pressure to dryness. The residue was ... Reactants: CN1CCCC1=O, O=C(O)c1c(F)cc(F)c(F)c1C(=O)O, O. Yields the product O=C(O)c1cc(F)c(F)cc1F. Reaction SMILES: [CH3:16][N:17]1[CH2:18][CH2:19][CH2:20][C:21]1=[O:22].[F:1][c:2]1[c:3]([C:13]([OH:14])=[O:15])[c:4]([C:5](=[O:6])[OH:7])[c:8]([F:12])[cH:9][c:10]1[F:11].[OH2:23]>>[F:1][c:2]1[cH:3][c:4]([C:5](=[O:6])[OH:7])[c:8]([F:12])[cH:9][c:10]1[F:11].